Task: describe an organic reaction: reactants, conditions, products, and yield. Dataset: the Open Reaction Database (ORD), a public repository of structured organic reaction records The reactants are O=C([O-])O, CN1CCC(C2(C(N)=O)Cc3ccccc3C2=O)CC1, Cl, [Na+], O=[N+]([O-])O, O=S(=O)(O)O. Product: CN1CCC(C2(C(N)=O)Cc3ccc([N+](=O)[O-])cc3C2=O)CC1. As a reaction SMILES: [C:26](=[O:27])([OH:28])[O-:29].[CH3:2][N:3]1[CH2:4][CH2:5][CH:6]([C:9]2([C:19](=[O:20])[NH2:21])[C:10](=[O:18])[c:11]3[cH:12][cH:13][cH:14][cH:15][c:16]3[CH2:17]2)[CH2:7][CH2:8]1.[ClH:1].[Na+:30].[OH:22][N+:23]([O-:24])=[O:25].[S:31](=[O:32])(=[O:33])([OH:34])[OH:35]>>[CH3:2][N:3]1[CH2:4][CH2:5][CH:6]([C:9]2([C:19](=[O:20])[NH2:21])[C:10](=[O:18])[c:11]3[cH:12][c:13]([N+:23](=[O:22])[O-:24])[cH:14][cH:15][c:16]3[CH2:17]2)[CH2:7][CH2:8]1.